Dataset: the Open Reaction Database (ORD), a public repository of structured organic reaction records. Task: describe an organic reaction: reactants, conditions, products, and yield Reactants: CC1=C(C)C(=O)OC1=O, CC(=O)O, COC(=O)c1ccc(N)cc1S(N)(=O)=O. Yields the product COC(=O)c1ccc(N2C(=O)C(C)=C(C)C2=O)cc1S(N)(=O)=O. As a reaction SMILES: [CH3:16][C:17]1=[C:22]([CH3:23])[C:21](=[O:24])[O:20][C:18]1=[O:19].[CH3:25][C:26](=[O:27])[OH:28].[NH2:1][c:2]1[cH:3][c:4]([S:12](=[O:13])(=[O:14])[NH2:15])[c:5]([C:6](=[O:7])[O:8][CH3:9])[cH:10][cH:11]1>>[N:1]1([c:2]2[cH:3][c:4]([S:12](=[O:13])(=[O:14])[NH2:15])[c:5]([C:6](=[O:7])[O:8][CH3:9])[cH:10][cH:11]2)[C:18](=[O:19])[C:17]([CH3:16])=[C:22]([CH3:23])[C:21]1=[O:20]. Starting materials: CC(=O)NC1c2ccccc2CC12CCC(O)CC2, CS(=O)(=O)[O-], C, O, O=S(=O)(Cl)Cl, c1ccncc1. Yields the product CC(=O)NC1c2ccccc2CC12CCC(O)CC2, CS(=O)(=O)O. Reaction SMILES: [C:1]([CH3:2])(=[O:3])[NH:4][CH:5]1[c:6]2[cH:7][cH:8][cH:9][cH:10][c:11]2[CH2:12][C:13]12[CH2:14][CH2:15][CH:16]([OH:19])[CH2:17][CH2:18]2.[CH3:32][S:33]([O-:34])(=[O:35])=[O:36].[CH4:31].[OH2:37].[S:26]([Cl:27])([Cl:28])(=[O:29])=[O:30].[cH:20]1[cH:21][cH:22][n:23][cH:24][cH:25]1>>[C:1]([CH3:2])(=[O:3])[NH:4][CH:5]1[c:6]2[cH:7][cH:8][cH:9][cH:10][c:11]2[CH2:12][C:13]12[CH2:14][CH2:15][CH:16]([OH:19])[CH2:17][CH2:18]2.[CH3:32][S:33](=[O:34])(=[O:35])[OH:36]. Reactants: C1(=CC=CC=C1)C(N1CC(C1)NS(=O)(=O)C)C1=CC=CC=C1 (N-[1-(diphenylmethyl)-3-azetidinyl]-methanesulfonamide), Cl.O1CCOCC1 (HCl dioxane), [H][H] (hydrogen). Solvent: CO (MeOH). Yields the product N1CC(C1)NS(=O)(=O)C (N-3-azetidinylmethanesulfonamide). Reaction SMILES: C1(C(C2C=CC=CC=2)[N:8]2[CH2:11][CH:10]([NH:12][S:13]([CH3:16])(=[O:15])=[O:14])[CH2:9]2)C=CC=CC=1.Cl.O1CCOCC1.[H][H]>CO>[NH:8]1[CH2:11][CH:10]([NH:12][S:13]([CH3:16])(=[O:15])=[O:14])[CH2:9]1 |f:1.2|. Procedure: A solution of N-[1-(diphenylmethyl)-3-azetidinyl]-methanesulfonamide (185 mg, 0.585 mmol) in MeOH (10 mL) was treated with 1 mL of 4.0 N HCl/dioxane and then reacted overnight with hydrogen gas at 50 psi. The reaction mixture was then filtered through a pad of Celite and used without further purification. Reported procedure: Hydrazine monohydrate (2.24 mL, 42.20 mmol) was added to a solution of 2-cyclohexyloxy-isoindole-1,3-dione (4.88 g, 21.10 mmol) in a mixture of methanol (12 mL) and methylene chloride (120 mL), and the mixture was stirred at 25° C. for 4 h. The resulting precipitate was filtered off in vacuo, and the filtrate was washed with 5.0 N aqueous ammonium hydroxide (60 mL). The aqueous layer was extracted with methylene chloride (2×25 mL). The combined organic layers were washed with brine, dried over m... The solvent is CO (methanol). As a reaction SMILES: O.NN.[CH:4]1([O:10][N:11]2C(=O)C3C(=CC=CC=3)C2=O)[CH2:9][CH2:8][CH2:7][CH2:6][CH2:5]1.C(Cl)[Cl:23]>CO>[ClH:23].[CH:4]1([O:10][NH2:11])[CH2:9][CH2:8][CH2:7][CH2:6][CH2:5]1 |f:0.1,5.6|. Starting materials: O.NN (Hydrazine monohydrate), C1(CCCCC1)ON1C(C2=CC=CC=C2C1=O)=O (2-cyclohexyloxy-isoindole-1,3-dione), C(Cl)Cl (methylene chloride). Isolated yield 45.7%. The product is Cl.C1(CCCCC1)ON (O-cyclohexyl-hydroxylamine hydrochloride). Conditions: temperature 25 celsius, time 4 hour. Reactants: CC=1C=CC(=CC1)C(=O)O (p-toluic acid). Run in CO (methanol). Yields the product C1(=CC=C(C=C1)C=O)C (p-tolualdehyde). Reaction SMILES: [CH3:1][C:2]1[CH:3]=[CH:4][C:5]([C:8](O)=[O:9])=[CH:6][CH:7]=1>CO>[C:2]1([CH3:1])[CH:7]=[CH:6][C:5]([CH:8]=[O:9])=[CH:4][CH:3]=1. Procedure: Esterification of methanol is carried out with 100 g of per-p-toluic acid crystals obtained by distilling off acetone from the per-p-toluic acid product solution, obtained by autooxidizing p-tolualdehyde with air in the absence of catalyst in acetone as a solvent.